Dataset: the Open Reaction Database (ORD), a public repository of structured organic reaction records. Task: describe an organic reaction: reactants, conditions, products, and yield Reaction SMILES: [CH2:1]([NH:8][C:9]([C:11]1[CH:16]=[CH:15][C:14]([C:17]2[O:18][C:19]([CH3:61])=[C:20]([CH2:22][S:23]([C:26]3[CH:31]=[CH:30][C:29]([CH2:32][CH2:33][CH2:34][O:35][CH2:36][CH2:37][O:38][CH2:39][CH2:40][O:41][CH2:42][CH2:43][O:44][CH2:45][CH2:46][O:47][CH2:48][CH2:49][O:50][CH2:51][CH2:52][NH:53]C(=O)OC(C)(C)C)=[CH:28][CH:27]=3)(=[O:25])=[O:24])[N:21]=2)=[CH:13][CH:12]=1)=[O:10])[C:2]1[CH:7]=[CH:6][CH:5]=[CH:4][CH:3]=1.C(Cl)Cl>FC(F)(F)C(O)=O>[NH2:53][CH2:52][CH2:51][O:50][CH2:49][CH2:48][O:47][CH2:46][CH2:45][O:44][CH2:43][CH2:42][O:41][CH2:40][CH2:39][O:38][CH2:37][CH2:36][O:35][CH2:34][CH2:33][CH2:32][C:29]1[CH:30]=[CH:31][C:26]([S:23]([CH2:22][C:20]2[N:21]=[C:17]([C:14]3[CH:13]=[CH:12][C:11]([C:9]([NH:8][CH2:1][C:2]4[CH:7]=[CH:6][CH:5]=[CH:4][CH:3]=4)=[O:10])=[CH:16][CH:15]=3)[O:18][C:19]=2[CH3:61])(=[O:24])=[O:25])=[CH:27][CH:28]=1. Reported procedure: A solution of carbamate 62 (55 mg, 0.064 mmol) in a mixture of trifluoroacetic acid (2 mL) and anhydrous DCM (8 mL) was stirred at 20° C. for 1 h. The solvent was evaporated and the residue was purified by column chromatography, eluting with 10% MeOH/DCM containing 1% aqueous NH3, to give the amine 63 (38 mg, 78%) as a white gum: 1H NMR δ 9.18 (t, J=5.9 Hz, 1H, CONH), 8.01 (br d, J=8.6 Hz, 2H, H-2, H-6), 7.89 (br d, J=8.6 Hz, 2H, H-3, H-5), 7.79 (br d, J=8.5 Hz, 2H, H-2″, H-6″), 7.68 (br d, J=8.... Yield: 77.3%. Product: NCCOCCOCCOCCOCCOCCOCCCC1=CC=C(C=C1)S(=O)(=O)CC=1N=C(OC1C)C1=CC=C(C(=O)NCC2=CC=CC=C2)C=C1 (4-[4-({[4-(21-Amino-4,7,10,13,16,19-hexaoxahenicos-1-yl)phenyl]sulfonyl}methyl)-5-methyl-1,3-oxazol-2-yl]-N-benzylbenzamide). Run in FC(C(=O)O)(F)F (trifluoroacetic acid). Reactants: C(C1=CC=CC=C1)NC(=O)C1=CC=C(C=C1)C=1OC(=C(N1)CS(=O)(=O)C1=CC=C(C=C1)CCCOCCOCCOCCOCCOCCOCCNC(OC(C)(C)C)=O)C (tert-Butyl 21-(4-{[(2-{4-[(Benzylamino)carbonyl]phenyl}-5-methyl-1,3-oxazol-4-yl)methyl]sulfonyl}phenyl)-3,6,9,12,15,18-hexaoxahenicos-1-ylcarbamate), C(Cl)Cl (DCM). Run at temperature 20 celsius, time 1 hour. Starting materials: C(C)(C)(C)OC(=O)N1CCC(CC1)CN(C)C1CCN(CC1)C1=CC=C(C=C1)OCC(=O)OC (4-[(1-tert-butyloxycarbonylpiperidin-4-yl)-N-methylmethylamino]-1-(4-methoxycarbonylmethyloxyphenyl)piperidine), Cl (hydrochloric acid). Yields the product Cl.Cl.COC(=O)COC1=CC=C(C=C1)N1CCC(CC1)N(C)CC1CCNCC1 (1-(4-Methoxycarbonylmethyloxyphenyl)-4-[(piperidin-4-yl)-N-methylmethylamino]piperidine dihydrochloride). Reaction SMILES: C(OC([N:8]1[CH2:13][CH2:12][CH:11]([CH2:14][N:15]([CH:17]2[CH2:22][CH2:21][N:20]([C:23]3[CH:28]=[CH:27][C:26]([O:29][CH2:30][C:31]([O:33][CH3:34])=[O:32])=[CH:25][CH:24]=3)[CH2:19][CH2:18]2)[CH3:16])[CH2:10][CH2:9]1)=O)(C)(C)C.[ClH:35]>>[ClH:35].[ClH:35].[CH3:34][O:33][C:31]([CH2:30][O:29][C:26]1[CH:27]=[CH:28][C:23]([N:20]2[CH2:21][CH2:22][CH:17]([N:15]([CH2:14][CH:11]3[CH2:10][CH2:9][NH:8][CH2:13][CH2:12]3)[CH3:16])[CH2:18][CH2:19]2)=[CH:24][CH:25]=1)=[O:32] |f:2.3.4|. Reported procedure: Prepared from 4-[(1-tert-butyloxycarbonylpiperidin-4-yl)-N-methylmethylamino]-1-(4-methoxycarbonylmethyloxyphenyl)piperidine and ethereal hydrochloric acid. Starting materials: CCOC(=O)c1ccc(Cl)s1, O, O=[N+]([O-])O. The product is CCOC(=O)c1cc([N+](=O)[O-])c(Cl)s1. As a reaction SMILES: [CH2:5]([CH3:6])[O:7][C:8](=[O:9])[c:10]1[s:11][c:12]([Cl:15])[cH:13][cH:14]1.[OH2:16].[OH:1][N+:2]([O-:3])=[O:4]>>[O-:1][N+:2](=[O:4])[c:13]1[c:12]([Cl:15])[s:11][c:10]([C:8]([O:7][CH2:5][CH3:6])=[O:9])[cH:14]1. The reactants are CO, [Na], N#CN1Cc2ccccc2-c2ccccc2C1. Product: COC(=N)N1Cc2ccccc2-c2ccccc2C1. As a reaction SMILES: [CH3:19][OH:20].[Na:18].[cH:1]1[cH:2][cH:3][cH:4][c:5]2[c:11]1-[c:10]1[c:9]([cH:15][cH:14][cH:13][cH:12]1)[CH2:8][N:7]([C:16]#[N:17])[CH2:6]2>>[cH:1]1[cH:2][cH:3][cH:4][c:5]2[c:11]1-[c:10]1[c:9]([cH:15][cH:14][cH:13][cH:12]1)[CH2:8][N:7]([C:16](=[NH:17])[O:20][CH3:19])[CH2:6]2.